Dataset: the Open Reaction Database (ORD), a public repository of structured organic reaction records. Task: describe an organic reaction: reactants, conditions, products, and yield Reactants: [N-]=[N+]=[N-].[Na+] (sodium azide), C(C)(=O)OC(C(=O)OC)CCOS(=O)(=O)C (methyl 2-(acetyloxy)-4-[(methylsulfonyl)oxy]butanoate). Run in CN(C=O)C (dimethylformamide). Run at temperature 70 celsius. Yields the product C(C)(=O)OC(C(=O)OC)CCN=[N+]=[N-] (methyl 2-(acetyloxy)-4-azidobutanoate). Yield: 134.3%. RXN SMILES: [N-:1]=[N+:2]=[N-:3].[Na+].[C:5]([O:8][CH:9]([CH2:14][CH2:15]OS(C)(=O)=O)[C:10]([O:12][CH3:13])=[O:11])(=[O:7])[CH3:6]>CN(C)C=O>[C:5]([O:8][CH:9]([CH2:14][CH2:15][N:1]=[N+:2]=[N-:3])[C:10]([O:12][CH3:13])=[O:11])(=[O:7])[CH3:6] |f:0.1|. Procedure details: 1.91 g of sodium azide was added to a dimethylformamide (10 ml) solution of 2.54 g of methyl 2-(acetyloxy)-4-[(methylsulfonyl)oxy]butanoate, and stirred under heat at 70° C. for 8 hours. The reaction liquid was restored to room temperature and extracted with ethyl acetate. The organic layer was washed with saturated saline water and dried, and the solvent was evaporated away under reduced pressure to obtain 2.70 g of methyl 2-(acetyloxy)-4-azidobutanoate as a brown oil. Run in CC(=O)N(C)C (dimethylacetamide), O (water). Isolated yield 43.0%. As a reaction SMILES: [CH:1]([C:3]1[CH:8]=[C:7]([CH3:9])[C:6]([NH:10][C:11]([CH2:13][O:14][C:15](=[O:17])[CH3:16])=[O:12])=[C:5]([CH3:18])[CH:4]=1)=O.[NH2:19][C:20]1[CH:28]=[C:27]([O:29][CH3:30])[CH:26]=[C:25]([O:31][CH3:32])[C:21]=1[C:22]([NH2:24])=[O:23].O.C1(C)C=CC(S(O)(=O)=O)=CC=1.S([O-])(O)=O.[Na+]>O.CC(N(C)C)=O>[CH3:32][O:31][C:25]1[CH:26]=[C:27]([O:29][CH3:30])[CH:28]=[C:20]2[C:21]=1[C:22](=[O:23])[NH:24][C:1]([C:3]1[CH:8]=[C:7]([CH3:9])[C:6]([NH:10][C:11]([CH2:13][O:14][C:15](=[O:17])[CH3:16])=[O:12])=[C:5]([CH3:18])[CH:4]=1)=[N:19]2 |f:2.3,4.5|. Starting materials: C(=O)C1=CC(=C(C(=C1)C)NC(=O)COC(C)=O)C (acetic acid (4-formyl-2,6-dimethyl-phenylcarbamoyl)-methyl ester), NC1=C(C(=O)N)C(=CC(=C1)OC)OC (2-amino-4,6-dimethoxy-benzamide), O.C1(=CC=C(C=C1)S(=O)(=O)O)C (p-toluenesulfonic acid monohydrate), S(=O)(O)[O-].[Na+] (sodium hydrogensulfite). Procedure: A mixture of 2,6-dimethyl-phenylamine (0.62 mL, 5.0 mmol), DMSO (100 mL), conc. Aqueous HCl (36.5˜38%, 5.0 mL), and dried CuCl2 was stirred at 90° C. under nitrogen for 5 h. The reaction was quenched with water. The pH of the mixture was adjusted to ˜8 using a 10% sodium hydroxide solution. The mixture was extracted with ether (3×100 mL). The solution was dried over Na2SO4 and concentrated to dryness. The resulting brown oil was dissolved in dichloromethane (anhydrous, 20 mL) and N-ethyldiisopro... Reaction conditions: temperature 150 celsius, time 17 hour. The product is COC1=C2C(NC(=NC2=CC(=C1)OC)C1=CC(=C(C(=C1)C)NC(=O)COC(C)=O)C)=O (Acetic acid [4-(5,7-dimethoxy-4-oxo-3,4-dihydro-quinazolin-2-yl)-2,6-dimethyl-phenylcarbamoyl]-methyl ester), solid. The reactants are NC1C2SCC(=C(N2C1=O)C(=O)OC(C1=CC=CC=C1)C1=CC=CC=C1)C=COS(=O)(=O)C1=CC=C(C)C=C1 (7-amino-2-benzhydryloxycarbonyl-8-oxo-3-(2-tosyloxy-vinyl)-5-thia-1-aza-bicyclo[4.2.0]oct-2-ene), C([O-])(O)=O.[Na+] (sodium bicarbonate), BrCC(C(C(=O)Cl)=NOC)=O (4-bromo-2-methoxyimino-3-oxo-butyryl chloride), O (water). Solvent: CC(=O)C (acetone), CC(=O)C (acetone). Conditions: temperature -10 celsius, time 1 hour. Product: C(C1=CC=CC=C1)(C1=CC=CC=C1)OC(=O)C=1N2C(C(C2SCC1C=COS(=O)(=O)C1=CC=C(C)C=C1)NC(C(C(CBr)=O)=NOC)=O)=O (2-benzhydryloxycarbonyl-7-(4-bromo-2-methoxyimino-3-oxo-butyrylamino)-8-oxo-3-(2-tosyloxy-vinyl)-5-thia-1-aza-bicyclo[4.2.0]oct-2-ene). RXN SMILES: [Br:1][CH2:2][C:3](=[O:11])[C:4](=[N:8][O:9][CH3:10])[C:5](Cl)=[O:6].[NH2:12][CH:13]1[C:20](=[O:21])[N:19]2[CH:14]1[S:15][CH2:16][C:17]([CH:38]=[CH:39][O:40][S:41]([C:44]1[CH:50]=[CH:49][C:47]([CH3:48])=[CH:46][CH:45]=1)(=[O:43])=[O:42])=[C:18]2[C:22]([O:24][CH:25]([C:32]1[CH:37]=[CH:36][CH:35]=[CH:34][CH:33]=1)[C:26]1[CH:31]=[CH:30][CH:29]=[CH:28][CH:27]=1)=[O:23].O.C(=O)(O)[O-].[Na+]>CC(C)=O>[CH:25]([O:24][C:22]([C:18]1[N:19]2[CH:14]([S:15][CH2:16][C:17]=1[CH:38]=[CH:39][O:40][S:41]([C:44]1[CH:50]=[CH:49][C:47]([CH3:48])=[CH:46][CH:45]=1)(=[O:43])=[O:42])[CH:13]([NH:12][C:5](=[O:6])[C:4](=[N:8][O:9][CH3:10])[C:3](=[O:11])[CH2:2][Br:1])[C:20]2=[O:21])=[O:23])([C:32]1[CH:33]=[CH:34][CH:35]=[CH:36][CH:37]=1)[C:26]1[CH:27]=[CH:28][CH:29]=[CH:30][CH:31]=1 |f:3.4|. Reported procedure: A solution of 4-bromo-2-methoxyimino-3-oxo-butyryl chloride syn isomer (2 g) in acetone (10 cc) is added, in the course of 7 minutes, to a solution, cooled to -10° C., of 7-amino-2-benzhydryloxycarbonyl-8-oxo-3-(2-tosyloxy-vinyl)-5-thia-1-aza-bicyclo[4.2.0]oct-2-ene, E-form (4.7 g) in acetone (50 cc), water (5 cc) and sodium bicarbonate (2.8 g). The mixture is stirred for 1 hour at -10° C. and is then concentrated to dryness at 20° C. under 20 mm Hg (2.7 kPa). Crude 2-benzhydryloxycarbonyl-7-(4-... The solvent is C(C)(=O)OCC (ethyl acetate), CN(C=O)C (dimethylformamide). As a reaction SMILES: [CH3:1][C:2]1([CH3:28])[CH2:7][CH2:6][CH:5]([C:8]2[CH:9]=[C:10]([N:20]3[CH2:25][C@H:24]([CH3:26])[O:23][C@H:22]([CH3:27])[CH2:21]3)[CH:11]=[CH:12][C:13]=2[N:14]2[CH2:19][CH2:18][NH:17][CH2:16][CH2:15]2)[CH2:4][CH2:3]1.Br[CH2:30][CH:31]1[CH2:34][CH2:33][CH2:32]1.C(=O)([O-])[O-].[K+].[K+].C(=O)([O-])O.[Na+]>C(OCC)(=O)C.CN(C)C=O>[CH:31]1([CH2:30][N:17]2[CH2:16][CH2:15][N:14]([C:13]3[CH:12]=[CH:11][C:10]([N:20]4[CH2:25][C@H:24]([CH3:26])[O:23][C@H:22]([CH3:27])[CH2:21]4)=[CH:9][C:8]=3[CH:5]3[CH2:4][CH2:3][C:2]([CH3:28])([CH3:1])[CH2:7][CH2:6]3)[CH2:19][CH2:18]2)[CH2:34][CH2:33][CH2:32]1 |f:2.3.4,5.6|. Starting materials: BrCC1CCC1 (bromomethylcyclobutane), C(O)([O-])=O.[Na+] (sodium hydrogencarbonate), CC1(CCC(CC1)C=1C=C(C=CC1N1CCNCC1)N1C[C@H](O[C@H](C1)C)C)C (cis-4-[3-(4,4-dimethylcyclohexyl)-4-piperazin-1-ylphenyl]-2,6-dimethylmorpholine), BrCC1CCC1 (bromomethylcyclobutane), C([O-])([O-])=O.[K+].[K+] (potassium carbonate). Yields the product C1(CCC1)CN1CCN(CC1)C1=C(C=C(C=C1)N1C[C@H](O[C@H](C1)C)C)C1CCC(CC1)(C)C (cis-4-[4-(4-cyclobutylmethylpiperazin-1-yl)-3-(4,4-dimethylcyclohexyl)phenyl]-2,6-dimethylmorpholine). Procedure: A mixture of the cis-4-[3-(4,4-dimethylcyclohexyl)-4-piperazin-1-ylphenyl]-2,6-dimethylmorpholine (30 mg, 0.0778 mmol) produced in Example (61b), bromomethylcyclobutane (23 mg, 0.156 mmol), potassium carbonate (22 mg, 0.156 mmol) and dimethylformamide (1 mL) was stirred for 1 hour at an external temperature of 80° C. Then, bromomethylcyclobutane (23 mg, 0.156 mmol) was further added and stirring was continued for 2 hours under the same conditions. Saturated aqueous solution of sodium hydrogencar... Run at temperature 80 celsius, time 1 hour.